This data is from the Open Reaction Database (ORD), a public repository of structured organic reaction records. The task is: describe an organic reaction: reactants, conditions, products, and yield Reactants: ClCCl, CN(C)C=O, O=S(Cl)Cl, O=C(O)CCCCc1ccccc1. Yields the product [Cl-], O=C(O)CCCCc1ccccc1. As a reaction SMILES: [CH2:23]([Cl:24])[Cl:25].[CH3:18][N:19]([CH3:20])[CH:21]=[O:22].[S:14]([Cl:15])([Cl:16])=[O:17].[c:1]1([CH2:7][CH2:8][CH2:9][CH2:10][C:11](=[O:12])[OH:13])[cH:2][cH:3][cH:4][cH:5][cH:6]1>>[Cl-:16].[c:1]1([CH2:7][CH2:8][CH2:9][CH2:10][C:11](=[O:12])[OH:13])[cH:2][cH:3][cH:4][cH:5][cH:6]1. The reactants are C1CCNCC1, O=C1N(Cc2ccc(Cl)nc2)CC(c2cccc(C(F)(F)F)c2)N1c1ccc(Cl)cc1, c1ccncc1. The product is O=C1N(Cc2ccc(N3CCCCC3)nc2)CC(c2cccc(C(F)(F)F)c2)N1c1ccc(Cl)cc1. As a reaction SMILES: [CH2:32]1[CH2:33][CH2:34][NH:35][CH2:36][CH2:37]1.[Cl:1][c:2]1[cH:3][cH:4][c:5]([N:8]2[C:9](=[O:31])[N:10]([CH2:23][c:24]3[cH:25][n:26][c:27]([Cl:30])[cH:28][cH:29]3)[CH2:11][CH:12]2[c:13]2[cH:14][c:15]([C:19]([F:20])([F:21])[F:22])[cH:16][cH:17][cH:18]2)[cH:6][cH:7]1.[cH:38]1[cH:39][cH:40][n:41][cH:42][cH:43]1>>[Cl:1][c:2]1[cH:3][cH:4][c:5]([N:8]2[C:9](=[O:31])[N:10]([CH2:23][c:24]3[cH:25][n:26][c:27]([N:35]4[CH2:34][CH2:33][CH2:32][CH2:37][CH2:36]4)[cH:28][cH:29]3)[CH2:11][CH:12]2[c:13]2[cH:14][c:15]([C:19]([F:20])([F:21])[F:22])[cH:16][cH:17][cH:18]2)[cH:6][cH:7]1. Starting materials: OCCOC1=C(C=C(C=C1)C(C)(C)C1=CC(=C(C=C1)OCCO)Br)Br (2,2-bis-(4'-β-hydroxyethoxy-3'-bromphenyl)-propane), C1(=CC=C(C=C1)S(=O)(=O)O)C (p-toluene sulfonic acid), C(\C=C\C)(=O)O (crotonic acid), C1CCCCC1 (cyclohexane). The solvent is O (water). Conditions: time 20 hour. Product: C(C)(C)(C)C1=CC(=CC(=C1O)C(C)(C)C)C (2,6-di-t-butyl-p-cresol). Reaction SMILES: OCCOC1C=C[C:8]([C:11]([C:14]2[CH:19]=CC(OCCO)=C(Br)C=2)([CH3:13])[CH3:12])=CC=1Br.[C:26]([OH:31])(=O)/[CH:27]=[CH:28]/[CH3:29].[CH2:32]1CCCCC1.[C:38]1([CH3:48])[CH:43]=CC(S(O)(=O)=O)=C[CH:39]=1>O>[C:38]([C:27]1[C:26]([OH:31])=[C:14]([C:11]([CH3:8])([CH3:12])[CH3:13])[CH:19]=[C:29]([CH3:32])[CH:28]=1)([CH3:48])([CH3:43])[CH3:39]. Procedure: 410 mg. of 2,2-bis-(4'-β-hydroxyethoxy-3'-bromphenyl)-propane is heated to boiling for 20 hours with 223 g. of crotonic acid in 650 ml. of cyclohexane in the presence of 12 g. of p-toluene sulfonic acid and 0.6 g. of 2,6-di-t-butyl-p-cresol whereby water which is formed is removed continuously. The reaction mixture is worked up as in Example 1 and by concentrating the organic solution there is obtained a crystallized precipitate from which residual liquid is withdrawn by vacuum and which is cons... Reactants: CN(CCCOC1=C(C=CC=C1)CNCC(=O)N)C (2-[[[2-[3-(Dimethylamino)propoxy]phenyl]methyl]amino]acetamide), ClC1=CC=C(C(=O)Cl)C=C1 (p-chlorobenzoyl chloride). The solvent is C(Cl)(Cl)Cl (chloroform). Run at time 16 hour. The product is Cl.NC(CN(C(C1=CC=C(C=C1)Cl)=O)CC1=C(C=CC=C1)OCCCN(C)C)=O (N-(2-Amino-2-oxoethyl)-4-chloro-N-[[2-[3-(dimethylamino)propoxy]phenyl]methyl]benzamide, hydrochloride). As a reaction SMILES: [CH3:1][N:2]([CH3:19])[CH2:3][CH2:4][CH2:5][O:6][C:7]1[CH:12]=[CH:11][CH:10]=[CH:9][C:8]=1[CH2:13][NH:14][CH2:15][C:16]([NH2:18])=[O:17].[Cl:20][C:21]1[CH:29]=[CH:28][C:24]([C:25](Cl)=[O:26])=[CH:23][CH:22]=1>C(Cl)(Cl)Cl>[ClH:20].[NH2:18][C:16](=[O:17])[CH2:15][N:14]([CH2:13][C:8]1[CH:9]=[CH:10][CH:11]=[CH:12][C:7]=1[O:6][CH2:5][CH2:4][CH2:3][N:2]([CH3:1])[CH3:19])[C:25](=[O:26])[C:24]1[CH:28]=[CH:29][C:21]([Cl:20])=[CH:22][CH:23]=1 |f:3.4|. Procedure: Ten grams of 2-[[[2-[3-(Dimethylamino)propoxy]phenyl]methyl]amino]acetamide (see Example 2B) and 7.1 g of p-chlorobenzoyl chloride are reacted in 110 ml of chloroform as described in Example 1. The finely-divided, solid product separates at the end of the addition; crude yield, after standing for about 16 hours at room temperature, 10.2 g; melting point 195°-197° C. dec, sintering at 175° C. Work-up of the mother liquor does not yield any additional product. Following crystallization (of 9.7 g) ... Reactants: COc1cc2nccc(Oc3ccc(N)c(C)c3C)c2cc1OC, Cc1cccc(C(=O)N=C=S)c1, Cc1ccccc1, CCO. The product is COc1cc2nccc(Oc3ccc(NC(=S)NC(=O)c4cccc(C)c4)c(C)c3C)c2cc1OC. As a reaction SMILES: [CH3:13][O:14][c:15]1[cH:16][c:17]2[c:18]([O:27][c:28]3[c:29]([CH3:36])[c:30]([CH3:35])[c:31]([NH2:32])[cH:33][cH:34]3)[cH:19][cH:20][n:21][c:22]2[cH:23][c:24]1[O:25][CH3:26].[CH3:1][c:2]1[cH:3][c:4]([C:8](=[O:9])[N:10]=[C:11]=[S:12])[cH:5][cH:6][cH:7]1.[CH3:37][c:38]1[cH:39][cH:40][cH:41][cH:42][cH:43]1.[CH3:44][CH2:45][OH:46]>>[CH3:1][c:2]1[cH:3][c:4]([C:8](=[O:9])[NH:10][C:11](=[S:12])[NH:32][c:31]2[c:30]([CH3:35])[c:29]([CH3:36])[c:28]([O:27][c:18]3[c:17]4[cH:16][c:15]([O:14][CH3:13])[c:24]([O:25][CH3:26])[cH:23][c:22]4[n:21][cH:20][cH:19]3)[cH:34][cH:33]2)[cH:5][cH:6][cH:7]1. Reactants: Cl (hydrochloric acid), NC=1C(=NC=NC1Cl)Cl (5-amino-4,6-dichloropyrimidine), NC=1C=CC(=NC1)OC (5-amino-2-methoxypyridine), C(C)O (ethanol). Run in O (water), mixture, O (water). Run at temperature 130 celsius, time 20 minute. Yields the product COC1=CC=C(C=N1)NC1=NC=NC(=C1N)Cl (N4-(6-Methoxy-3-pyridyl)-6-chloro-4,5-pyrimidine diamine). Yield: 53.3%. Reaction SMILES: Cl.[NH2:2][C:3]1[C:4]([Cl:10])=[N:5][CH:6]=[N:7][C:8]=1Cl.[NH2:11][C:12]1[CH:13]=[CH:14][C:15]([O:18][CH3:19])=[N:16][CH:17]=1.C(O)C>O>[CH3:19][O:18][C:15]1[N:16]=[CH:17][C:12]([NH:11][C:8]2[C:3]([NH2:2])=[C:4]([Cl:10])[N:5]=[CH:6][N:7]=2)=[CH:13][CH:14]=1. Procedure: 40 mL conc. aqueous hydrochloric acid was added dropwise to 40 g of 5-amino-4,6-dichloropyrimidine and 60.5 g of 5-amino-2-methoxypyridine in 800 ml mixture of ethanol and water (1/1) at room temperature. This mixture was stirred at 130° C. for 7 hours and 20 minutes, and 800 mL water was added to the reaction mixture at room temperature. The resulting suspension was filtered to give crude crystals, and then the crude crystals were subjected to re-crystallization from dimethylformamide and water... Reactants: Cl.O1COC2=CC3=C(OCC(O3)CNCCCOC=3C=C4C(C=COC4=CC3)=O)C=C21 (6-[3-[[(6,7-Dihydro-1,3-dioxolo[4,5-g][1,4]benzodioxin-6-yl)methyl]amino]propoxy]chromen-4-one hydrochloride), Cl.CC(C)O (HCl IPA). Reagents/catalysts: [Pd] (Palladium on Carbon). Run in CO (methanol). Reaction conditions: time 24 hour. Product: O1CCCC2=CC(=CC=C12)OCCCNCC1OC2=C(OC1)C=C1C(=C2)OCO1 (N-[3-(Chroman-6-yloxy)-propyl]-6,7-dihydro-1,3-dioxolo[4,5-g][1,4]benzodioxin-6-methanamine). Yield: 56.3%. RXN SMILES: Cl.[O:2]1[C:31]2[C:5](=[CH:6][C:7]3[O:12][CH:11]([CH2:13][NH:14][CH2:15][CH2:16][CH2:17][O:18][C:19]4[CH:20]=[C:21]5[C:26](=[CH:27][CH:28]=4)[O:25][CH:24]=[CH:23][C:22]5=O)[CH2:10][O:9][C:8]=3[CH:30]=2)[O:4][CH2:3]1.Cl.CC(O)C>CO.[Pd]>[O:25]1[C:26]2[C:21](=[CH:20][C:19]([O:18][CH2:17][CH2:16][CH2:15][NH:14][CH2:13][CH:11]3[CH2:10][O:9][C:8]4[CH:30]=[C:31]5[O:2][CH2:3][O:4][C:5]5=[CH:6][C:7]=4[O:12]3)=[CH:28][CH:27]=2)[CH2:22][CH2:23][CH2:24]1 |f:0.1,2.3|. Procedure details: 6-[3-[[(6,7-Dihydro-1,3-dioxolo[4,5-g][1,4]benzodioxin-6-yl)methyl]amino]propoxy]chromen-4-one hydrochloride (0.9 g, 2.0 mmole), prepared in Example 5 above, was dissolved in 50 ml of methanol and 4N HCl/IPA (12.5 ml, 50 mmole) and 10% Palladium on Carbon (0.2 g) were added. The mixture was hydrogenated on a Parr apparatus for 24 hours and 4 psi of hydrogen was absorbed. Water (10 ml) was added to dissolved the resulting mixture and the catalyst was removed by filteration. The filtrate was conce...